Dataset: the Open Reaction Database (ORD), a public repository of structured organic reaction records. Task: describe an organic reaction: reactants, conditions, products, and yield The product is COC(=O)c1ccc(C(=O)C=C(c2cc(Cl)cc(Cl)c2)C(F)(F)F)c2ccccc12. Starting materials: COC(=O)c1ccc(C(C)=O)c2ccccc12, CN(C)C=O, COC(C)(C)C, [Ca+2], O=C(c1cc(Cl)cc(Cl)c1)C(F)(F)F, [OH-], [OH-]. As a reaction SMILES: [C:1]([CH3:2])(=[O:3])[c:4]1[cH:5][cH:6][c:7]([C:14](=[O:15])[O:16][CH3:17])[c:8]2[cH:9][cH:10][cH:11][cH:12][c:13]12.[CH3:35][N:36]([CH3:37])[CH:38]=[O:39].[CH3:40][O:41][C:42]([CH3:43])([CH3:44])[CH3:45].[Ca+2:33].[Cl:18][c:19]1[cH:20][c:21]([C:26]([C:27]([F:28])([F:29])[F:30])=[O:31])[cH:22][c:23]([Cl:25])[cH:24]1.[OH-:32].[OH-:34]>>[C:1]([CH:2]=[C:26]([c:21]1[cH:20][c:19]([Cl:18])[cH:24][c:23]([Cl:25])[cH:22]1)[C:27]([F:28])([F:29])[F:30])(=[O:3])[c:4]1[cH:5][cH:6][c:7]([C:14](=[O:15])[O:16][CH3:17])[c:8]2[cH:9][cH:10][cH:11][cH:12][c:13]12. Solvent: O (water), N1=CC=CC=C1 (pyridine), N1=CC=CC=C1 (pyridine). RXN SMILES: [CH2:1]([C:5]1[C:10]([O:11][CH3:12])=[CH:9][CH:8]=[CH:7][C:6]=1[O:13]C)[CH2:2][CH2:3][CH3:4].CC(C)([O-])C.[K+].I[C:22]1[CH:31]=[CH:30][CH:29]=C[C:23]=1[C:24]([O:26][CH3:27])=[O:25]>N1C=CC=CC=1.O.[Cu]I>[CH3:27][O:26][C:24](=[O:25])[C:23]1[CH:22]=[CH:31][CH:30]=[CH:29][C:12]=1[O:11][C:10]1[CH:9]=[CH:8][CH:7]=[C:6]([OH:13])[C:5]=1[CH2:1][CH2:2][CH2:3][CH3:4] |f:1.2|. Procedure: 2-Butyl-1,3-dimethoxybenzene (14.98 g, 77.6 mmol) was de-methylated as described above for the preparation of Example 10(B) to provide 19 g crude product as a brown oil. A solution of 15 g of this material and potassium tert-butoxide (9.70 g, 86.5 mmol) in pyridine (150 mL) was added to a second solution of methyl 2-iodobenzoate (11.9 g, 180 mmol) and copper(I) iodide (17.3 g, 91.0 mmol) in pyridine (150 mL). The resulting mixture was refluxed for 36 hours. The mixture was cooled to room tempera... The reagents and catalysts are [Cu]I (copper(I) iodide). Yields the product COC(C1=C(C=CC=C1)OC1=C(C(=CC=C1)O)CCCC)=O (2-(3-hydroxy-2-butylphenoxy)-benzoic acid methyl ester). The reactants are C(CCC)C1=C(C=CC=C1OC)OC (2-Butyl-1,3-dimethoxybenzene), material, CC(C)([O-])C.[K+] (potassium tert-butoxide), IC1=C(C(=O)OC)C=CC=C1 (methyl 2-iodobenzoate). Isolated yield 13.0%.